Task: describe an organic reaction: reactants, conditions, products, and yield. Dataset: the Open Reaction Database (ORD), a public repository of structured organic reaction records The reactants are C(CC)N(C1=CC(=C(C=C1)NC(=O)C=1C=C(CSCCC(=O)O)C=CC1)C1=NC=CC(=C1)C(NCC1=CC(=CC=C1)C(F)(F)F)=O)CCC (3-((3-((4-(Dipropylamino)-2-(4-((3-(trifluoromethyl)benzyl)carbamoyl)pyridin-2-yl)phenyl)carbamoyl)benzyl)thio)propanoic acid), CNC (dimethylamine). Run in CS(=O)C (DMSO). Product: CN(C1=CC(=C(C=C1)NC(=O)C=1C=C(CSCCC(=O)O)C=CC1)C1=NC=CC(=C1)C(NCC1=CC(=CC=C1)C(F)(F)F)=O)C (3-(3-(4-(dimethylamino)-2-(4-(3-(trifluoromethyl)benzylcarbamoyl)pyridin-2-yl)phenylcarbamoyl)benzylthio)propanoic acid). As a reaction SMILES: [CH2:1]([N:4]([CH2:47]CC)[C:5]1[CH:10]=[CH:9][C:8]([NH:11][C:12]([C:14]2[CH:15]=[C:16]([CH:24]=[CH:25][CH:26]=2)[CH2:17][S:18][CH2:19][CH2:20][C:21]([OH:23])=[O:22])=[O:13])=[C:7]([C:27]2[CH:32]=[C:31]([C:33](=[O:46])[NH:34][CH2:35][C:36]3[CH:41]=[CH:40][CH:39]=[C:38]([C:42]([F:45])([F:44])[F:43])[CH:37]=3)[CH:30]=[CH:29][N:28]=2)[CH:6]=1)CC.CNC>CS(C)=O>[CH3:47][N:4]([CH3:1])[C:5]1[CH:10]=[CH:9][C:8]([NH:11][C:12]([C:14]2[CH:15]=[C:16]([CH:24]=[CH:25][CH:26]=2)[CH2:17][S:18][CH2:19][CH2:20][C:21]([OH:23])=[O:22])=[O:13])=[C:7]([C:27]2[CH:32]=[C:31]([C:33](=[O:46])[NH:34][CH2:35][C:36]3[CH:41]=[CH:40][CH:39]=[C:38]([C:42]([F:45])([F:44])[F:43])[CH:37]=3)[CH:30]=[CH:29][N:28]=2)[CH:6]=1. Procedure details: This compound was prepared according to the procedure described for the synthesis of 3-((3-((4-(Dipropylamino)-2-(4-((3-(trifluoromethyl)benzyl)carbamoyl)pyridin-2-yl)phenyl)carbamoyl)benzyl)thio)propanoic acid Example 19, using dimethylamine in place of dipropylamine. (ES, m/z): 637 [M+H]+(300 MHz, DMSO, ppm): 12.10 (s, 1H), 9.53 (t, J=6.0 Hz, 1H), 8.97 (d, J=5.1 Hz, 1H), 8.33 (s, 1H), 8.26 (d, J=8.7 Hz, 1H), 7.85-7.87 (m, 2H), 7.72-7.77 (m, 2H), 7.45-7.69 (m, 5H), 7.35 (s, 1H), 7.09 (d, J=7.8 ... Starting materials: CS(=O)(=O)OCC1=NC=CN=C1 ([(2-pyrazinyl)methyl] methanesulfonate), C(O)([O-])=O.[Na+] (sodium hydrogen carbonate), NC1=CC(=C(C(=O)N[C@@H]2[C@@H](CNCC2)OC)C=C1Cl)OC (cis-4-amino-5-chloro-2methoxy-N-(3-methoxy-4-piperidinyl)benzamide). The solvent is CC(C)=O (2-propanone). The product is NC1=CC(=C(C(=O)N[C@@H]2[C@@H](CN(CC2)CC2=NC=CN=C2)OC)C=C1Cl)OC (cis-4-amino-5-chloro-2-methoxy-N-[3-methoxy-1-(2-pyrazinylmethyl)-4-piperidinyl]-benzamide). RXN SMILES: [NH2:1][C:2]1[C:18]([Cl:19])=[CH:17][C:5]([C:6]([NH:8][C@H:9]2[CH2:14][CH2:13][NH:12][CH2:11][C@H:10]2[O:15][CH3:16])=[O:7])=[C:4]([O:20][CH3:21])[CH:3]=1.CS(O[CH2:27][C:28]1[CH:33]=[N:32][CH:31]=[CH:30][N:29]=1)(=O)=O.C(=O)([O-])O.[Na+]>CC(=O)C>[NH2:1][C:2]1[C:18]([Cl:19])=[CH:17][C:5]([C:6]([NH:8][C@H:9]2[CH2:14][CH2:13][N:12]([CH2:27][C:28]3[CH:33]=[N:32][CH:31]=[CH:30][N:29]=3)[CH2:11][C@H:10]2[O:15][CH3:16])=[O:7])=[C:4]([O:20][CH3:21])[CH:3]=1 |f:2.3|. Procedure details: 4.7 Parts of cis-4-amino-5-chloro-2methoxy-N-(3-methoxy-4-piperidinyl)benzamide were dissolved in 160 parts of 2-propanone. Then there were added successively 3.2 parts of [(2-pyrazinyl)methyl] methanesulfonate (ester) and 1.7 parts of sodium hydrogen carbonate. The whole was stirred and refluxed for 18 hours while nitrogen gas was introduced. The precipitated product was filtered off and the filtrate was evaporated. The residue was purified by column-chromatography over silica gel using a mixtu... The reactants are CNc1nc(N2CCN(Cc3ccccc3)CC2)ncc1CCO, CCO, [H][H]. Yields the product CNc1nc(N2CCNCC2)ncc1CCO. Reaction SMILES: [CH2:1]([c:2]1[cH:3][cH:4][cH:5][cH:6][cH:7]1)[N:8]1[CH2:9][CH2:10][N:11]([c:14]2[n:15][cH:16][c:17]([CH2:22][CH2:23][OH:24])[c:18]([NH:20][CH3:21])[n:19]2)[CH2:12][CH2:13]1.[CH3:27][CH2:28][OH:29].[H:25][H:26]>>[NH:8]1[CH2:9][CH2:10][N:11]([c:14]2[n:15][cH:16][c:17]([CH2:22][CH2:23][OH:24])[c:18]([NH:20][CH3:21])[n:19]2)[CH2:12][CH2:13]1. Starting materials: CC1(C2=CCCN(Cc3ccccc3)C2)OCCO1, Cc1ccccc1, C=CCOC(=O)Cl. Product: C=CCOC(=O)N1CCC=C(C2(C)OCCO2)C1. As a reaction SMILES: [CH2:1]([c:2]1[cH:3][cH:4][cH:5][cH:6][cH:7]1)[N:8]1[CH2:9][C:10]([C:14]2([CH3:19])[O:15][CH2:16][CH2:17][O:18]2)=[CH:11][CH2:12][CH2:13]1.[CH3:27][c:28]1[cH:29][cH:30][cH:31][cH:32][cH:33]1.[Cl:20][C:21](=[O:22])[O:23][CH2:24][CH:25]=[CH2:26]>>[N:8]1([C:21](=[O:22])[O:23][CH2:24][CH:25]=[CH2:26])[CH2:9][C:10]([C:14]2([CH3:19])[O:15][CH2:16][CH2:17][O:18]2)=[CH:11][CH2:12][CH2:13]1.